This data is from the Open Reaction Database (ORD), a public repository of structured organic reaction records. The task is: describe an organic reaction: reactants, conditions, products, and yield Starting materials: COC(=O)C1CCN1C(=O)c1cc(C)n(C)n1, CO, Cl, [Li+], [OH-], O. The product is Cc1cc(C(=O)N2CCC2C(=O)O)nn1C. Reaction SMILES: [CH3:1][O:2][C:3](=[O:4])[CH:5]1[N:6]([C:9](=[O:10])[c:11]2[n:12][n:13]([CH3:17])[c:14]([CH3:16])[cH:15]2)[CH2:7][CH2:8]1.[CH3:21][OH:22].[ClH:20].[Li+:19].[OH-:18].[OH2:23]>>[O:2]=[C:3]([OH:4])[CH:5]1[N:6]([C:9](=[O:10])[c:11]2[n:12][n:13]([CH3:17])[c:14]([CH3:16])[cH:15]2)[CH2:7][CH2:8]1. Reactants: C(C1=CC=CC=C1)O[C@@H]1[C@@H](O[C@@H]([C@H]1OCC1=CC=CC=C1)COCC1=CC=CC=C1)N1C2=NC(=NC(=C2N=C1)N)F (9-(2,3,5-Tri-O-benzyl-beta-D-arabinofuranosyl)-2-fluoroadenine). The reagents and catalysts are [Pd](Cl)Cl (palladium chloride). Conditions: time 1 hour. Product: [C@@H]1([C@@H](O)[C@H](O)[C@H](O1)CO)N1C2=NC(=NC(=C2N=C1)N)F (9-beta-D-Arabinofuranosyl-2-fluoroadenine). Yield: 66.0%. Reaction SMILES: C([O:8][C@H:9]1[C@H:13]([O:14]CC2C=CC=CC=2)[C@@H:12]([CH2:22][O:23]CC2C=CC=CC=2)[O:11][C@H:10]1[N:31]1[CH:39]=[N:38][C:37]2[C:32]1=[N:33][C:34]([F:41])=[N:35][C:36]=2[NH2:40])C1C=CC=CC=1>[Pd](Cl)Cl>[C@@H:10]1([N:31]2[CH:39]=[N:38][C:37]3[C:32]2=[N:33][C:34]([F:41])=[N:35][C:36]=3[NH2:40])[O:11][C@H:12]([CH2:22][OH:23])[C@@H:13]([OH:14])[C@@H:9]1[OH:8]. Procedure details: Compound (VI) (3.6 mmole) and palladium chloride (1.4 g, 7.9 mmole) were used as in Example 1. The pressure was about 35 psig. The reaction was complete in about 1 hour and gave a 66% yield of product (VII). The amount of catalyst was 70% by weight or 2.2 moles per mole of (VI). The yield was not optimal and there was a risk of defluorination of (VI). Too much catalyst was necessary. Reactants: COC(=O)c1ccc(O)cc1-c1ccc(F)cc1, O=C([O-])C1(OCCc2ccc(F)cc2)C=CC=CC1CCc1ccc(F)cc1, OC(Cn1ccnc1)c1ccc(F)cc1. Product: COC(=O)c1ccc(OC(Cn2ccnc2)c2ccc(F)cc2)cc1-c1ccc(F)cc1. As a reaction SMILES: [F:1][c:2]1[cH:3][cH:4][c:5](-[c:8]2[c:9]([C:10](=[O:11])[O:12][CH3:13])[cH:14][cH:15][c:16]([OH:18])[cH:17]2)[cH:6][cH:7]1.[F:34][c:35]1[cH:36][cH:37][c:38]([CH2:39][CH2:40][O:41][C:42]2([C:57]([O-:58])=[O:59])[CH:43]=[CH:44][CH:45]=[CH:46][CH:47]2[CH2:48][CH2:49][c:50]2[cH:51][cH:52][c:53]([F:54])[cH:55][cH:56]2)[cH:60][cH:61]1.[n:19]1([CH2:24][CH:25]([OH:26])[c:27]2[cH:28][cH:29][c:30]([F:33])[cH:31][cH:32]2)[cH:20][n:21][cH:22][cH:23]1>>[F:1][c:2]1[cH:3][cH:4][c:5](-[c:8]2[c:9]([C:10](=[O:11])[O:12][CH3:13])[cH:14][cH:15][c:16]([O:18][CH:25]([CH2:24][n:19]3[cH:20][n:21][cH:22][cH:23]3)[c:27]3[cH:28][cH:29][c:30]([F:33])[cH:31][cH:32]3)[cH:17]2)[cH:6][cH:7]1. Reactants: O=C=NC12CC3CC(CC(C3)C1)C2, CCN(C(C)C)C(C)C, ClCCl, COC(=O)C(N)C(C)(C)C. Yields the product COC(=O)C(NC(=O)NC12CC3CC(CC(C3)C1)C2)C(C)(C)C. As a reaction SMILES: [C:20]12([N:30]=[C:31]=[O:32])[CH2:21][CH:22]3[CH2:23][CH:24]([CH2:25][CH:26]([CH2:27]1)[CH2:28]3)[CH2:29]2.[CH:11]([N:12]([CH2:13][CH3:14])[CH:15]([CH3:16])[CH3:17])([CH3:18])[CH3:19].[Cl:33][CH2:34][Cl:35].[NH2:1][CH:2]([C:3](=[O:4])[O:5][CH3:6])[C:7]([CH3:8])([CH3:9])[CH3:10]>>[NH:1]([CH:2]([C:3](=[O:4])[O:5][CH3:6])[C:7]([CH3:8])([CH3:9])[CH3:10])[C:31]([NH:30][C:20]12[CH2:21][CH:22]3[CH2:23][CH:24]([CH2:25][CH:26]([CH2:27]1)[CH2:28]3)[CH2:29]2)=[O:32]. The reactants are CC1(CCC(C2=C(C=C(C=C12)C)C)(C)C)C (1,2,3,4-tetrahydro-1,1,4,4,5,7-hexamethylnaphthalene), C(Cl)(Cl)OC (Cl2CHOCH3). Reagents/catalysts: Cl[Ti](Cl)(Cl)Cl (TiCl4). The solvent is C(Cl)Cl (methylene chloride), C(Cl)Cl (methylene chloride). Yields the product CC1=C(C(=CC=2C(CCC(C12)(C)C)(C)C)C)C=O (5,6,7,8-tetrahydro-1,3,5,5,8,8-hexamethyl-2-naphthalenecarbaldehyde). Yield: 71.9%. Reaction SMILES: [CH3:1][C:2]1([CH3:16])[C:11]2[C:6](=[C:7]([CH3:13])[CH:8]=[C:9]([CH3:12])[CH:10]=2)[C:5]([CH3:15])([CH3:14])[CH2:4][CH2:3]1.[CH:17]([O:20]C)(Cl)Cl>C(Cl)Cl.Cl[Ti](Cl)(Cl)Cl>[CH3:13][C:7]1[C:6]2[C:5]([CH3:15])([CH3:14])[CH2:4][CH2:3][C:2]([CH3:16])([CH3:1])[C:11]=2[CH:10]=[C:9]([CH3:12])[C:8]=1[CH:17]=[O:20]. Procedure details: A mixture of 1,2,3,4-tetrahydro-1,1,4,4,5,7-hexamethylnaphthalene (5.0 g) of TiCl4 (7.32 g) in methylene chloride (40 ml) was treated with Cl2CHOCH3 (2.66 g) in methylene chloride (5 ml), at 0° and over 20 min. The temperature of the reaction mixture was allowed to reach 20° (20 min) and said mixture was then poured on ice water and extracted with ether. The organic phase was successively washed with a 10% aqueous solution of NaOH, water and an aqueous solution saturated with NaCl, then dried ov... Reactants: ClC1=C(C=O)C(=CC(=C1)Cl)Cl (2,4,6-trichloro-benzaldehyde), C(C)(=O)[O-].[NH4+] (ammonium acetate), [N+](=O)([O-])CC (nitroethane). Run in ice, C(C)(=O)O (acetic acid). Reaction conditions: temperature 100 celsius, time 90 minute. Yields the product ClC1=C(C(=CC(=C1)Cl)Cl)\C=C(/C)\[N+](=O)[O-] (1,3,5-trichloro-2-((E)-2-nitro-propenyl)-benzene). The yield is 62.1%. RXN SMILES: [Cl:1][C:2]1[CH:9]=[C:8]([Cl:10])[CH:7]=[C:6]([Cl:11])[C:3]=1[CH:4]=O.C([O-])(=O)C.[NH4+].[N+:17]([CH2:20][CH3:21])([O-:19])=[O:18]>C(O)(=O)C>[Cl:1][C:2]1[CH:9]=[C:8]([Cl:10])[CH:7]=[C:6]([Cl:11])[C:3]=1/[CH:4]=[C:20](/[N+:17]([O-:19])=[O:18])\[CH3:21] |f:1.2|. Procedure: To a stirred solution of 2,4,6-trichloro-benzaldehyde (19 g, 90.69 mmol) and ammonium acetate (16.75 g, 217 mmol) in acetic acid (76 ml, 4 Vol.), nitroethane (45.1 ml, 625 mmol) was added in drops at a temperature of 0° C. The reaction mass was stirred at a temperature of 100° C. for 90 minutes. When the TLC confirmed the completion of the reaction, the reaction mass was allowed to attain ambient temperature and was diluted with ice cold water (700 ml), further aqueous layer was then extracted w... The reactants are O=C1NC(=O)c2ccccc21, CC(C)(C)C1CCC2(CC1)OCC(CCl)O2, CCCC[N+](CCCC)(CCCC)CCCC, [I-], [K], CN(C)C=O. Yields the product CC(C)(C)C1CCC2(CC1)OCC(CN1C(=O)c3ccccc3C1=O)O2. Reaction SMILES: [C:17]1(=[O:27])[c:18]2[c:19]([cH:23][cH:24][cH:25][cH:26]2)[C:20](=[O:22])[NH:21]1.[C:1]([CH3:2])([CH3:3])([CH3:4])[CH:5]1[CH2:6][CH2:7][C:8]2([O:9][CH2:10][CH:11]([CH2:13][Cl:14])[O:12]2)[CH2:15][CH2:16]1.[CH2:30]([N+:31]([CH2:32][CH2:33][CH2:34][CH3:35])([CH2:36][CH2:37][CH2:38][CH3:39])[CH2:40][CH2:41][CH2:42][CH3:43])[CH2:44][CH2:45][CH3:46].[I-:29].[K:28].[O:47]=[CH:48][N:49]([CH3:50])[CH3:51]>>[C:1]([CH3:2])([CH3:3])([CH3:4])[CH:5]1[CH2:6][CH2:7][C:8]2([O:9][CH2:10][CH:11]([CH2:13][N:21]3[C:17](=[O:27])[c:18]4[c:19]([cH:23][cH:24][cH:25][cH:26]4)[C:20]3=[O:22])[O:12]2)[CH2:15][CH2:16]1. Starting materials: SCc1ccc(Cl)c(Cl)c1, ClC(CCc1ccccc1)Cn1ccnc1, Cl, [H-], [Na+], C1CCOC1. The product is Clc1ccc(CSC(CCc2ccccc2)Cn2ccnc2)cc1Cl. RXN SMILES: [Cl:18][c:19]1[cH:20][c:21]([CH2:22][SH:23])[cH:24][cH:25][c:26]1[Cl:27].[Cl:2][CH:3]([CH2:4][n:5]1[cH:6][n:7][cH:8][cH:9]1)[CH2:10][CH2:11][c:12]1[cH:13][cH:14][cH:15][cH:16][cH:17]1.[ClH:1].[H-:28].[Na+:29].[O:30]1[CH2:31][CH2:32][CH2:33][CH2:34]1>>[CH:3]([CH2:4][n:5]1[cH:6][n:7][cH:8][cH:9]1)([CH2:10][CH2:11][c:12]1[cH:13][cH:14][cH:15][cH:16][cH:17]1)[S:23][CH2:22][c:21]1[cH:20][c:19]([Cl:18])[c:26]([Cl:27])[cH:25][cH:24]1. The reactants are Cc1noc(NS(=O)(=O)c2ccsc2C(N)=O)c1Br, O=C(O)c1ccc2c(c1)OCO2, C1CCOC1, [H-], [Na+], O. Yields the product Cc1noc(NS(=O)(=O)c2ccsc2C(=O)NC(=O)c2ccc3c(c2)OCO3)c1Br. As a reaction SMILES: [Br:13][c:14]1[c:15]([CH3:31])[n:16][o:17][c:18]1[NH:19][S:20](=[O:21])(=[O:22])[c:23]1[c:24]([C:28](=[O:29])[NH2:30])[s:25][cH:26][cH:27]1.[C:1]([c:2]1[cH:3][c:4]2[c:8]([cH:9][cH:10]1)[O:7][CH2:6][O:5]2)(=[O:11])[OH:12].[CH2:35]1[O:36][CH2:37][CH2:38][CH2:39]1.[H-:33].[Na+:32].[OH2:34]>>[C:1]([c:2]1[cH:3][c:4]2[c:8]([cH:9][cH:10]1)[O:7][CH2:6][O:5]2)(=[O:12])[NH:30][C:28]([c:24]1[c:23]([S:20]([NH:19][c:18]2[c:14]([Br:13])[c:15]([CH3:31])[n:16][o:17]2)(=[O:21])=[O:22])[cH:27][cH:26][s:25]1)=[O:29].